Dataset: the Open Reaction Database (ORD), a public repository of structured organic reaction records. Task: describe an organic reaction: reactants, conditions, products, and yield The reactants are CCO, O=C(c1ccc(F)cc1)c1ccc(F)cc1, NN, O. Product: NN=C(c1ccc(F)cc1)c1ccc(F)cc1. As a reaction SMILES: [CH3:20][CH2:21][OH:22].[F:1][c:2]1[cH:3][cH:4][c:5]([C:6](=[O:7])[c:8]2[cH:9][cH:10][c:11]([F:14])[cH:12][cH:13]2)[cH:15][cH:16]1.[NH2:18][NH2:19].[OH2:17]>>[F:1][c:2]1[cH:3][cH:4][c:5]([C:6]([c:8]2[cH:9][cH:10][c:11]([F:14])[cH:12][cH:13]2)=[N:18][NH2:19])[cH:15][cH:16]1. Reactants: ClC1=NC=2N3[C@H](CNC2C=N1)COCC3 ((R)-2-chloro-5,6,6a,7,9,10-hexahydro-[1,4]oxazino[3,4-h]pteridine), O1CCC(CC1)=O (dihydro-2H-pyran-4-(3H)-one). Reagents/catalysts: [Ti](Cl)(Cl)(Cl)Cl (titanium(IV) chloride). The solvent is C(Cl)Cl (CH2Cl2), [Na] (sodium), C(Cl)Cl (CH2Cl2). Yields the product ClC1=NC=2N3[C@H](CN(C2C=N1)C1CCOCC1)COCC3 ((R)-2-chloro-5-(tetrahydro-2H-pyran-4-yl)-5,6,6a,7,9,10-hexahydro-[1,4]oxazino[3,4-h]pteridine). As a reaction SMILES: [Cl:1][C:2]1[N:11]=[CH:10][C:9]2[NH:8][CH2:7][C@@H:6]3[CH2:12][O:13][CH2:14][CH2:15][N:5]3[C:4]=2[N:3]=1.[O:16]1[CH2:21][CH2:20][C:19](=O)[CH2:18][CH2:17]1>[Na].C(Cl)Cl.[Ti](Cl)(Cl)(Cl)Cl>[Cl:1][C:2]1[N:11]=[CH:10][C:9]2[N:8]([CH:19]3[CH2:20][CH2:21][O:16][CH2:17][CH2:18]3)[CH2:7][C@@H:6]3[CH2:12][O:13][CH2:14][CH2:15][N:5]3[C:4]=2[N:3]=1 |^1:22|. Procedure details: The title compound was prepared in a manner similar to PREPARATION x63 using (R)-2-chloro-5,6,6a,7,9,10-hexahydro-[1,4]oxazino[3,4-h]pteridine (PREPARATION x2, 250 mg, 1.103 mmol), dihydro-2H-pyran-4-(3H)-one (110 mg, 1.103 mmol), titanium(IV) chloride in CH2Cl2 (1M, 2.427 mL, 2.427 mmol) and sodium triacetoxyhydroborate (514 mg, 2.427 mmol) in CH2Cl2 (8 mL) (10 mg, 3%). ESI-MS m/z [M+H]+ calc'd for C14H19ClN4O2, 311.13. found 311.2. Starting materials: CC(C)(C)OC(=O)NC1CCC(CNC(=O)C(F)(F)F)CC1, O=C([O-])O, ClCCl, [Na+], O=C(O)C(F)(F)F. Yields the product NC1CCC(CNC(=O)C(F)(F)F)CC1. As a reaction SMILES: [C:1]([O:2][C:3](=[O:4])[NH:8][CH:9]1[CH2:10][CH2:11][CH:12]([CH2:15][NH:16][C:17]([C:18]([F:19])([F:20])[F:21])=[O:22])[CH2:13][CH2:14]1)([CH3:5])([CH3:6])[CH3:7].[C:30](=[O:31])([O-:32])[OH:33].[CH2:35]([Cl:36])[Cl:37].[Na+:34].[OH:23][C:24]([C:25]([F:26])([F:27])[F:28])=[O:29]>>[NH2:8][CH:9]1[CH2:10][CH2:11][CH:12]([CH2:15][NH:16][C:17]([C:18]([F:19])([F:20])[F:21])=[O:22])[CH2:13][CH2:14]1. Reactants: S(O)(O)(=O)=O (sulfuric acid), N1=C(C=CC=C1)OCC1=CC=C(CC2=NOC(=C2)C=2C(=NC=CC2)N)C=C1 (3-(3-(4-(pyridin-2-yloxymethyl)-benzyl)-isoxazol-5-yl)-pyridin-2-ylamine). Run in CO (methanol), CO (methanol). Reaction conditions: temperature 40 celsius. Yields the product S(=O)(=O)(O)O.N1=C(C=CC=C1)OCC1=CC=C(CC2=NOC(=C2)C=2C(=NC=CC2)N)C=C1.N1=C(C=CC=C1)OCC1=CC=C(CC2=NOC(=C2)C=2C(=NC=CC2)N)C=C1 (3-(3-(4-(Pyridin-2-yloxymethyl)-benzyl)-isoxazol-5-yl)-pyridin-2-ylamine hemisulfate). As a reaction SMILES: [N:1]1[CH:6]=[CH:5][CH:4]=[CH:3][C:2]=1[O:7][CH2:8][C:9]1[CH:27]=[CH:26][C:12]([CH2:13][C:14]2[CH:18]=[C:17]([C:19]3[C:20]([NH2:25])=[N:21][CH:22]=[CH:23][CH:24]=3)[O:16][N:15]=2)=[CH:11][CH:10]=1.[S:28](=[O:32])(=[O:31])([OH:30])[OH:29]>CO>[S:28]([OH:32])([OH:31])(=[O:30])=[O:29].[N:1]1[CH:6]=[CH:5][CH:4]=[CH:3][C:2]=1[O:7][CH2:8][C:9]1[CH:27]=[CH:26][C:12]([CH2:13][C:14]2[CH:18]=[C:17]([C:19]3[C:20]([NH2:25])=[N:21][CH:22]=[CH:23][CH:24]=3)[O:16][N:15]=2)=[CH:11][CH:10]=1.[N:1]1[CH:6]=[CH:5][CH:4]=[CH:3][C:2]=1[O:7][CH2:8][C:9]1[CH:27]=[CH:26][C:12]([CH2:13][C:14]2[CH:18]=[C:17]([C:19]3[C:20]([NH2:25])=[N:21][CH:22]=[CH:23][CH:24]=3)[O:16][N:15]=2)=[CH:11][CH:10]=1 |f:3.4.5|. Procedure details: To 3-(3-(4-(pyridin-2-yloxymethyl)-benzyl)-isoxazol-5-yl)-pyridin-2-ylamine (1 g) was added methanol (4 mL). While heating and stirring at 40° C, to this suspension was added a solution of concentrated sulfuric acid (79.4 μL) in methanol (1 mL) dropwise, which turned into a solution. After stirring at 40° C for 10 minutes and seeding, crystals precipitated. After stirring at 40° C for 20 minutes, tert-butyl methyl ether (25 mL) was added dropwise at the same temperature for one hour, followed by... Reactants: NC1=C(C=C(CN\C=C\2/C(NC(C3=CC=C(C=C23)I)=O)=O)C=C1)O ((4Z)-4-{[(4-amino-3-hydroxybenzyl)amino]methylene}-6-iodoisoquinoline-1,3(2H,4H)-dion), COC1OC(CC1)OC (2,5-dimethoxytetrahydrofuran), Cl.ClC1=CC=NC=C1 (4-chloropyridine hydrochloride). Solvent: CN(C=O)C (N,N-dimethylformamide). Run at time 2 hour. The product is OC=1C=C(CN\C=C\2/C(NC(C3=CC=C(C=C23)I)=O)=O)C=CC1N1C=CC=C1 ((4Z)-4-({[3-Hydroxy-4-(1H-pyrrol-1-yl)benzyl]amino}methylene)-6-iodoisoquinoline-1,3(2H,4H)-dione). The yield is 26.1%. As a reaction SMILES: [NH2:1][C:2]1[CH:23]=[CH:22][C:5]([CH2:6][NH:7]/[CH:8]=[C:9]2\[C:10](=[O:21])[NH:11][C:12](=[O:20])[C:13]3[C:18]\2=[CH:17][C:16]([I:19])=[CH:15][CH:14]=3)=[CH:4][C:3]=1[OH:24].CO[CH:27]1[CH2:31][CH2:30][CH:29](OC)O1.Cl.ClC1C=CN=CC=1>CN(C)C=O>[OH:24][C:3]1[CH:4]=[C:5]([CH:22]=[CH:23][C:2]=1[N:1]1[CH:27]=[CH:31][CH:30]=[CH:29]1)[CH2:6][NH:7]/[CH:8]=[C:9]1\[C:10](=[O:21])[NH:11][C:12](=[O:20])[C:13]2[C:18]\1=[CH:17][C:16]([I:19])=[CH:15][CH:14]=2 |f:2.3|. Reported procedure: A mixture of (4Z)-4-{[(4-amino-3-hydroxybenzyl)amino]methylene}-6-iodoisoquinoline-1,3(2H,4H)-dion (300 mg, 0.67 mmol), 2,5-dimethoxytetrahydrofuran (182.2 mg 1.4 mmol), and 4-chloropyridine hydrochloride (101 mg, 0.67 mmol) were placed in a flask and N,N-dimethylformamide (5 mL) is added. The mixture is then placed in a pre-heated oil bath at 80° C. for 2 hours. After cooling, all the solvent is evaporated. The brown solid is stirred in water and washed with ether to give the product as a brown... Starting materials: OC1=C(C2=C(C(CO2)=O)C=C1)CN1CCN(CC1)C(=O)OC(C)(C)C (tert-butyl 4-[1-(6-hydroxy-3-oxo-2,3-dihydrobenzofuran-7-yl)methyl]piperazine-1-carboxylate), FC(OC=1C=C2C(=NNC2=CC1)C=O)(F)F (5-(trifluoromethoxy)-1H-indazole-3-carbaldehyde), N1CCCCC1 (piperidine). Solvent: CO (methanol). Reaction conditions: temperature 60 celsius, time 3 hour. Product: OC1=C(C2=C(C(/C(/O2)=C/C2=NNC3=CC=C(C=C23)OC(F)(F)F)=O)C=C1)CN1CCN(CC1)C(=O)OC(C)(C)C (tert-butyl (Z)-4-[(6-hydroxy-3-oxo-2-{[5-(trifluoromethoxy)-1H-indazol-3-yl]methylene}-2,3-dihydrobenzofuran-7-yl)methyl]piperazine-1-carboxylate). Isolated yield 39.9%. As a reaction SMILES: [OH:1][C:2]1[CH:11]=[CH:10][C:5]2[C:6](=[O:9])[CH2:7][O:8][C:4]=2[C:3]=1[CH2:12][N:13]1[CH2:18][CH2:17][N:16]([C:19]([O:21][C:22]([CH3:25])([CH3:24])[CH3:23])=[O:20])[CH2:15][CH2:14]1.[F:26][C:27]([F:41])([F:40])[O:28][C:29]1[CH:30]=[C:31]2[C:35](=[CH:36][CH:37]=1)[NH:34][N:33]=[C:32]2[CH:38]=O.N1CCCCC1>CO>[OH:1][C:2]1[CH:11]=[CH:10][C:5]2[C:6](=[O:9])/[C:7](=[CH:38]/[C:32]3[C:31]4[C:35](=[CH:36][CH:37]=[C:29]([O:28][C:27]([F:40])([F:26])[F:41])[CH:30]=4)[NH:34][N:33]=3)/[O:8][C:4]=2[C:3]=1[CH2:12][N:13]1[CH2:14][CH2:15][N:16]([C:19]([O:21][C:22]([CH3:25])([CH3:24])[CH3:23])=[O:20])[CH2:17][CH2:18]1. Procedure: A solution of tert-butyl 4-[1-(6-hydroxy-3-oxo-2,3-dihydrobenzofuran-7-yl)methyl]piperazine-1-carboxylate (0.103 g, 0.295 mmol) in methanol (1.2 mL) was added with 5-(trifluoromethoxy)-1H-indazole-3-carbaldehyde (0.0680 g, 0.295 mmol), and piperidine (0.00251 g, 0.0295 mmol) at room temperature, and the mixture was stirred at 60° C. for 3 hours. The solvent was evaporated, and then the residue was purified by silica gel column chromatography (chloroform/methanol) to obtain tert-butyl (Z)-4-[(6-h...